Dataset: the Open Reaction Database (ORD), a public repository of structured organic reaction records. Task: describe an organic reaction: reactants, conditions, products, and yield Solvent: O (water), O (water). Procedure: To 7 ml of dimethyl sulfoxide was added 0.69 g (6.15 mmol) of potassium tert-butoxide, and 468 mg (4.92 mmol) of 5-aminopyrimidine was added to the solution while cooling with water. After stirring at room temperature for 1 hour, 500 mg (2.46 mmol) of 2-bromo-5-nitropyridine was added thereto under cooling with water, followed by further stirring at room temperature for 30 minutes. The reaction solution was poured into ice-water and extracted with ethyl acetate. The organic layer was washed with... Reaction conditions: time 1 hour. Product: [N+](=O)([O-])C=1C=CC(=NC1)NC=1C=NC=NC1 (5-[N-(5-nitro-2-pyridyl)amino]pyrimidine). RXN SMILES: CS(C)=O.CC(C)([O-])C.[K+].[NH2:11][C:12]1[CH:13]=[N:14][CH:15]=[N:16][CH:17]=1.Br[C:19]1[CH:24]=[CH:23][C:22]([N+:25]([O-:27])=[O:26])=[CH:21][N:20]=1>O>[N+:25]([C:22]1[CH:23]=[CH:24][C:19]([NH:11][C:12]2[CH:13]=[N:14][CH:15]=[N:16][CH:17]=2)=[N:20][CH:21]=1)([O-:27])=[O:26] |f:1.2|. Yield: 59.8%. Reactants: CS(=O)C (dimethyl sulfoxide), CC(C)([O-])C.[K+] (potassium tert-butoxide), NC=1C=NC=NC1 (5-aminopyrimidine), BrC1=NC=C(C=C1)[N+](=O)[O-] (2-bromo-5-nitropyridine), ice water. Run in CO.CN(C=O)C (methanol N,N-dimethylformamide). Reaction SMILES: [BH4-].[Na+].[CH3:3][C:4]1[O:5][C:6]([CH3:27])=[C:7]([C:9](=[O:26])[CH2:10][O:11][C:12]2[CH:25]=[CH:24][C:15]([CH:16]=[C:17]3[S:21][C:20](=[O:22])[NH:19][C:18]3=[O:23])=[CH:14][CH:13]=2)[N:8]=1.C(O)(=O)C>CO.CN(C)C=O>[CH3:3][C:4]1[O:5][C:6]([CH3:27])=[C:7]([CH:9]([OH:26])[CH2:10][O:11][C:12]2[CH:13]=[CH:14][C:15]([CH2:16][CH:17]3[S:21][C:20](=[O:22])[NH:19][C:18]3=[O:23])=[CH:24][CH:25]=2)[N:8]=1 |f:0.1,4.5|. Yield: 96.9%. The product is CC=1OC(=C(N1)C(COC1=CC=C(CC2C(NC(S2)=O)=O)C=C1)O)C (5-{4-[2-(2,5-dimethyl-4-oxazolyl)-2-hydroxyethoxy]benzyl}-2,4-thiazolidinedione). The reactants are C(C)(=O)O (acetic acid), [BH4-].[Na+] (Sodium borohydride), CC=1OC(=C(N1)C(COC1=CC=C(C=C2C(NC(S2)=O)=O)C=C1)=O)C (5-{4-[2-(2,5-dimethyl-oxazolyl)-2-oxoethoxy]benzylidene}-2,4-thiazolidinedione), ice water. Reported procedure: Sodium borohydride (0.16 g) was added to a suspension of 5-{4-[2-(2,5-dimethyl-oxazolyl)-2-oxoethoxy]benzylidene}-2,4-thiazolidinedione (1.5 g) in methanol-N,N-dimethylformamide (1:1, V.V, 40 ml) under ice-cooling. After stirring under ice-cooling for 20 minutes, the reaction solution was poured into ice-water, and the aqueous mixture was made acid with acetic acid, and the crystals which separated out were collected by filtration to give 5-{4-[2-(2,5-dimethyl-4-oxazolyl)-2-hydroxyethoxy]benzyl}... Starting materials: ClC1=CC=C(C=C1)C1C(N=C(N1)C1=C(C=C(C=C1)OC)OCC)CC(C)C (5-(4-Chloro-phenyl)-2-(2-ethoxy-4-methoxy-phenyl)-4-isobutyl-4,5-dihydro-1H-imidazole), ClC1=CC=C(C=C1)C1C(N=C(N1C(=O)N1CCN(CC1)C)C1=C(C=C(C=C1)OC)OCC)CC1CCCC1 ([5-(4-chloro-phenyl)-4-cyclopentylmethyl-2-(2-ethoxy-4-methoxy-phenyl)-4,5-dihydro-imidazol-1-yl]-(4-methyl-piperazin-1-yl)-methanone). The product is ClC1=CC=C(C=C1)C1C(N=C(N1C(=O)N1CCC(CC1)N1CCCC1)C1=C(C=C(C=C1)OC)OCC)CC(C)C ([5-(4-Chloro-phenyl)-2-(2-ethoxy-4-methoxy-phenyl)-4-isobutyl-4,5-dihydro-imidazol-1-yl]-(4-pyrrolidin-1-yl-piperidin-1-yl)-methanone). Procedure: [5-(4-Chloro-phenyl)-2-(2-ethoxy-4-methoxy-phenyl)-4-isobutyl-4,5-dihydro-imidazol-1-yl]-(4-pyrrolidin-1-yl-piperidin-1-yl)-methanone was prepared from 5-(4-chloro-phenyl)-2-(2-ethoxy-4-methoxy-phenyl)-4-isobutyl-4,5-dihydro-1H-imidazole (Example 10) in an analogous manner as described for the preparation of [5-(4-chloro-phenyl)-4-cyclopentylmethyl-2-(2-ethoxy-4-methoxy-phenyl)-4,5-dihydro-imidazol-1-yl]-(4-methyl-piperazin-1-yl)-methanone (Example 24). HR-MS (ES, m/z) observed 567.3103, calcula... Reaction SMILES: ClC1C=CC([CH:8]2[NH:12][C:11]([C:13]3[CH:18]=[CH:17]C(OC)=CC=3OCC)=NC2CC(C)C)=CC=1.[Cl:28][C:29]1[CH:34]=[CH:33][C:32]([CH:35]2[N:39]([C:40]([N:42]3[CH2:47][CH2:46]N(C)[CH2:44][CH2:43]3)=[O:41])[C:38]([C:49]3[CH:54]=[CH:53][C:52]([O:55][CH3:56])=[CH:51][C:50]=3[O:57][CH2:58][CH3:59])=[N:37][CH:36]2[CH2:60][CH:61]2[CH2:65]CC[CH2:62]2)=[CH:31][CH:30]=1>>[Cl:28][C:29]1[CH:34]=[CH:33][C:32]([CH:35]2[N:39]([C:40]([N:42]3[CH2:43][CH2:44][CH:8]([N:12]4[CH2:11][CH2:13][CH2:18][CH2:17]4)[CH2:46][CH2:47]3)=[O:41])[C:38]([C:49]3[CH:54]=[CH:53][C:52]([O:55][CH3:56])=[CH:51][C:50]=3[O:57][CH2:58][CH3:59])=[N:37][CH:36]2[CH2:60][CH:61]([CH3:65])[CH3:62])=[CH:31][CH:30]=1. Reactants: COc1ccc(C(=O)N2c3ccccc3C(N(C(C)=O)c3ccc(Cl)cc3F)CC2C)cc1, O=C(Cl)c1ccc(F)cc1. Product: COc1ccc(C(=O)N2c3ccccc3C(N)CC2C)cc1. As a reaction SMILES: [Cl:1][c:2]1[cH:3][cH:4][c:5]([N:8]([C:6](=[O:7])[CH3:9])[CH:12]2[CH2:13][CH:14]([CH3:32])[N:15]([C:22]([c:23]3[cH:24][cH:25][c:26]([O:29][CH3:30])[cH:27][cH:28]3)=[O:31])[c:16]3[cH:17][cH:18][cH:19][cH:20][c:21]32)[c:10]([F:11])[cH:33]1.[F:34][c:35]1[cH:36][cH:37][c:38]([C:39]([Cl:40])=[O:41])[cH:42][cH:43]1>>[NH2:8][CH:12]1[CH2:13][CH:14]([CH3:32])[N:15]([C:22]([c:23]2[cH:24][cH:25][c:26]([O:29][CH3:30])[cH:27][cH:28]2)=[O:31])[c:16]2[cH:17][cH:18][cH:19][cH:20][c:21]21. The reactants are BrC(Br)(Br)Br, COC(=O)C(N)(CCCO)C(=O)OC(C)(C)C, c1ccc(P(c2ccccc2)c2ccccc2)cc1. The product is COC(=O)C(N)(CCCBr)C(=O)OC(C)(C)C. RXN SMILES: [Br:37][C:38]([Br:39])([Br:40])[Br:41].[C:1](=[O:2])([O:3][C:4]([CH3:5])([CH3:6])[CH3:7])[C:8]([C:9](=[O:10])[O:11][CH3:12])([CH2:13][CH2:14][CH2:15][OH:16])[NH2:17].[c:18]1([P:19]([c:20]2[cH:21][cH:22][cH:23][cH:24][cH:25]2)[c:26]2[cH:27][cH:28][cH:29][cH:30][cH:31]2)[cH:32][cH:33][cH:34][cH:35][cH:36]1>>[C:1](=[O:2])([O:3][C:4]([CH3:5])([CH3:6])[CH3:7])[C:8]([C:9](=[O:10])[O:11][CH3:12])([CH2:13][CH2:14][CH2:15][Br:37])[NH2:17]. Reaction SMILES: [C:1]([CH3:2])([CH3:3])([CH3:4])[c:5]1[n:6][c:7]([N:14]2[CH2:15][CH2:16][NH:17][CH2:18][CH2:19]2)[cH:8][c:9]([CH:11]([CH3:12])[CH3:13])[n:10]1.[Cl:20][CH2:21][CH2:22][CH2:23][CH2:24][N:25]1[C:26](=[O:37])[CH2:27][CH2:28][C:29](=[O:36])[c:30]2[c:31]1[cH:32][cH:33][cH:34][cH:35]2>>[C:1]([CH3:2])([CH3:3])([CH3:4])[c:5]1[n:6][c:7]([N:14]2[CH2:15][CH2:16][N:17]([CH2:21][CH2:22][CH2:23][CH2:24][N:25]3[C:26](=[O:37])[CH2:27][CH2:28][C:29](=[O:36])[c:30]4[c:31]3[cH:32][cH:33][cH:34][cH:35]4)[CH2:18][CH2:19]2)[cH:8][c:9]([CH:11]([CH3:12])[CH3:13])[n:10]1. Product: CC(C)c1cc(N2CCN(CCCCN3C(=O)CCC(=O)c4ccccc43)CC2)nc(C(C)(C)C)n1. Reactants: CC(C)c1cc(N2CCNCC2)nc(C(C)(C)C)n1, O=C1CCC(=O)N(CCCCCl)c2ccccc21. The reactants are OC1=C(C(=O)OC)C=C(C=C1)C(=O)N1CCOCC1 (methyl 2-hydroxy-5-(4-morpholinylcarbonyl)benzoate), C([O-])([O-])=O.[Cs+].[Cs+] (cesium carbonate), FC1=CC=C(CBr)C=C1 (4-fluorobenzyl bromide). Yields the product FC1=CC=C(C=C1)COC1=C(C(=O)OC)C=C(C=C1)C(=O)N1CCOCC1 (Methyl 2-{[(4-fluorophenyl)methyl]oxy}-5-(4-morpholinylcarbonyl)benzoate). The solvent is CC(=O)C (acetone). As a reaction SMILES: [OH:1][C:2]1[CH:11]=[CH:10][C:9]([C:12]([N:14]2[CH2:19][CH2:18][O:17][CH2:16][CH2:15]2)=[O:13])=[CH:8][C:3]=1[C:4]([O:6][CH3:7])=[O:5].C(=O)([O-])[O-].[Cs+].[Cs+].[F:26][C:27]1[CH:34]=[CH:33][C:30]([CH2:31]Br)=[CH:29][CH:28]=1>CC(C)=O>[F:26][C:27]1[CH:34]=[CH:33][C:30]([CH2:31][O:1][C:2]2[CH:11]=[CH:10][C:9]([C:12]([N:14]3[CH2:15][CH2:16][O:17][CH2:18][CH2:19]3)=[O:13])=[CH:8][C:3]=2[C:4]([O:6][CH3:7])=[O:5])=[CH:29][CH:28]=1 |f:1.2.3|. Reported procedure: To a solution of methyl 2-hydroxy-5-(4-morpholinylcarbonyl)benzoate (may be prepared as described in Description 108, 270 mg, 1.02 mmol) in acetone (3 ml) was added cesium carbonate (663 mg, 2.04 mmol) and 4-fluorobenzyl bromide (0.16 ml, 1.32 mmol). The mixture was heated at 50° C. for 2 hours. The solvent was removed in vacuo and the residue partitioned between ethyl acetate (15 ml) and water (5 ml). The organic layer was dried and the solvent removed in vacuo and the residue purified by colum... Run at temperature 50 celsius. The reactants are ClC1=C(C=C(C=C1)N1CCNCCC1)C1=NC2=C(N1)C=CC=C2 (2-(2-Chloro-5-[1,4]diazepan-1-yl-phenyl)-1H-benzoimidazole), C=1C=CC2=C(C1)N=NN2O (HOBt), CN1CCOCC1 (NMM), C(C)(C)(C)OC(=O)N1CC(CCC1)C(=O)O (piperidine-1,3-dicarboxylic acid 1-tert-butyl ester), C(CCl)Cl (EDC). Solvent: C(Cl)Cl (DCM), O (Water). Conditions: temperature 20 celsius, time 16 hour. Product: C(C)(C)(C)OC(=O)N1CC(CCC1)C(=O)N1CCN(CCC1)C1=CC(=C(C=C1)Cl)C1=NC2=C(N1)C=CC=C2 (3-{4-[3-(1H-Benzoimidazol-2-yl)-4-chloro-phenyl]-[1,4]diazepane-1-carbonyl}-piperidine-1-carboxylic acid tert-butyl ester). The yield is 61.1%. RXN SMILES: [Cl:1][C:2]1[CH:7]=[CH:6][C:5]([N:8]2[CH2:14][CH2:13][CH2:12][NH:11][CH2:10][CH2:9]2)=[CH:4][C:3]=1[C:15]1[NH:19][C:18]2[CH:20]=[CH:21][CH:22]=[CH:23][C:17]=2[N:16]=1.C1C=CC2N(O)N=NC=2C=1.CN1CCOCC1.[C:41]([O:45][C:46]([N:48]1[CH2:53][CH2:52][CH2:51][CH:50]([C:54](O)=[O:55])[CH2:49]1)=[O:47])([CH3:44])([CH3:43])[CH3:42].C(Cl)CCl>C(Cl)Cl.O>[C:41]([O:45][C:46]([N:48]1[CH2:53][CH2:52][CH2:51][CH:50]([C:54]([N:11]2[CH2:12][CH2:13][CH2:14][N:8]([C:5]3[CH:6]=[CH:7][C:2]([Cl:1])=[C:3]([C:15]4[NH:16][C:17]5[CH:23]=[CH:22][CH:21]=[CH:20][C:18]=5[N:19]=4)[CH:4]=3)[CH2:9][CH2:10]2)=[O:55])[CH2:49]1)=[O:47])([CH3:44])([CH3:43])[CH3:42]. Reported procedure: 2-(2-Chloro-5-[1,4]diazepan-1-yl-phenyl)-1H-benzoimidazole (0.25 g, 0.76 mmol), HOBt (0.12 g, 0.86 mmol), NMM (0.5 mL, 3.9 mmol), piperidine-1,3-dicarboxylic acid 1-tert-butyl ester (0.17 g, 0.76 mmol), and EDC (0.22 g, 1.16 mmol) were dissolved in DCM (8.0 mL) and stirred at 20° C. for 16 h. Water (6.0 mL) was added. Organic layer was separated, concentrated under reduced pressure and crude was purified by flash chromatography (eluent: 100% of AcOEt) to afford 0.25 g of the title compound. (100... Starting materials: [S-]C#N.[K+] (potassium thiocyanate), O1CCOCC1 (dioxane), S(=O)(Cl)Cl (thionyl chloride), ice water, CC1=CC=C(C=C1)C1=C(C=CC=C1)C(=O)O ((4'-methylbiphenyl-2-yl)carboxylic acid). The solvent is C(Cl)(Cl)Cl (chloroform). Yields the product CC1=CC=C(C=C1)C1=C(C=CC=C1)C(=O)NC(OC)=S (O-methyl (4'-methylbiphenyl-2-yl)carbonylthiocarbamate). RXN SMILES: [CH3:1][C:2]1[CH:7]=[CH:6][C:5]([C:8]2[CH:13]=[CH:12][CH:11]=[CH:10][C:9]=2[C:14]([OH:16])=O)=[CH:4][CH:3]=1.S(Cl)(Cl)=O.[S-:21][C:22]#[N:23].[K+].[O:25]1CCOC[CH2:26]1>C(Cl)(Cl)Cl>[CH3:1][C:2]1[CH:7]=[CH:6][C:5]([C:8]2[CH:13]=[CH:12][CH:11]=[CH:10][C:9]=2[C:14]([NH:23][C:22](=[S:21])[O:25][CH3:26])=[O:16])=[CH:4][CH:3]=1 |f:2.3|. Procedure: In chloroform (40 ml) was dissolved (4'-methylbiphenyl-2-yl)carboxylic acid (10 g). To the solution was added thionyl chloride (7 ml), and the mixture was heated for 3 hours under reflux. The reaction mixture was poured into ice-water, then the organic layer was separated, washed with water and concentrated to dryness to give a syrup, which was dissolved in dioxane (80 ml). To the solution was added powdered potassium thiocyanate (9.16 g), and the mixture was heated for one hour under reflux. Th... Starting materials: CC=1NC(=C(C1CCC(=O)OC)C)C=O (2,4-Dimethyl-5-formyl-3-(2-methoxycarbonylethyl)pyrrole), Cl (hydrochloric acid). Product: C(=O)(O)CCC=1C(=C(NC1C)C=O)C (4-carboxyethyl-3,5-dimethyl-2-formylpyrrole). As a reaction SMILES: [CH3:1][C:2]1[NH:3][C:4]([CH:14]=[O:15])=[C:5]([CH3:13])[C:6]=1[CH2:7][CH2:8][C:9]([O:11]C)=[O:10].Cl>[OH-].[Na+]>[C:9]([CH2:8][CH2:7][C:6]1[C:5]([CH3:13])=[C:4]([CH:14]=[O:15])[NH:3][C:2]=1[CH3:1])([OH:11])=[O:10] |f:2.3|. Yield: 98.2%. Reported procedure: 2,4-Dimethyl-5-formyl-3-(2-methoxycarbonylethyl)pyrrole (0.23 g, 1.2 mmol) in 6N sodium hydroxide (10 mL) was heated at 100° C. for 2 hours. The reaction mixture was cooled to room temperature, acidified with 6 N hydrochloric acid and extracted three times with 10 mL of ethyl acetate. The combined organic layers were washed with 10 mL of water and 5 mL of brine, dried over anhydrous sodium sulfate and evaporated to dryness to give 230 mg (106% yield) of crude 4-carboxyethyl-3,5-dimethyl-2-formyl... Solvent: [OH-].[Na+] (sodium hydroxide).